Dataset: the Open Reaction Database (ORD), a public repository of structured organic reaction records. Task: describe an organic reaction: reactants, conditions, products, and yield The reactants are BrC1=C(C=CC=C1)C(=O)N=C=S (2-bromo-1-benzenecarbonyl isothiocyanate), BrC1=C(C=CC=C1)C(=O)Cl (2-bromo-1-benzenecarbonyl chloride), COC=1C=C2C(=CC=NC2=CC1OC)OC1=CC=C(N)C=C1 (4-[(6,7-Dimethoxy-4-quinolyl)oxy]aniline). Solvent: C(C)O (ethanol), C1(=CC=CC=C1)C (toluene), C(C)O (ethanol). Conditions: time 2 hour. Yields the product BrC1=C(C=CC=C1)C(=O)N=C=S (2-Bromo-1-benzenecarbonyl isothiocyanate), BrC1=C(C(=O)NC(=S)NC2=CC=C(C=C2)OC2=CC=NC3=CC(=C(C=C23)OC)OC)C=CC=C1 (N-(2-Bromobenzoyl)-N′-{4-[(6,7-dimethoxy-4-quinolyl)oxy]phenyl}thiourea). Yield: 93.0%. Reaction SMILES: BrC1C=CC=CC=1C(Cl)=O.[CH3:11][O:12][C:13]1[CH:14]=[C:15]2[C:20](=[CH:21][C:22]=1[O:23][CH3:24])[N:19]=[CH:18][CH:17]=[C:16]2[O:25][C:26]1[CH:32]=[CH:31][C:29]([NH2:30])=[CH:28][CH:27]=1.[Br:33][C:34]1[CH:39]=[CH:38][CH:37]=[CH:36][C:35]=1[C:40]([N:42]=[C:43]=[S:44])=[O:41]>C1(C)C=CC=CC=1.C(O)C>[Br:33][C:34]1[CH:39]=[CH:38][CH:37]=[CH:36][C:35]=1[C:40]([N:42]=[C:43]=[S:44])=[O:41].[Br:33][C:34]1[CH:39]=[CH:38][CH:37]=[CH:36][C:35]=1[C:40]([NH:42][C:43]([NH:30][C:29]1[CH:31]=[CH:32][C:26]([O:25][C:16]2[C:15]3[C:20](=[CH:21][C:22]([O:23][CH3:24])=[C:13]([O:12][CH3:11])[CH:14]=3)[N:19]=[CH:18][CH:17]=2)=[CH:27][CH:28]=1)=[S:44])=[O:41]. Procedure: 2-Bromo-1-benzenecarbonyl isothiocyanate was prepared using commercially available 2-bromo-1-benzenecarbonyl chloride (80 mg) as a starting compound according to the description of the literature. 4-[(6,7-Dimethoxy-4-quinolyl)oxy]aniline (50 mg) was dissolved in toluene (5 ml) and ethanol (1 ml). A solution of 2-bromo-1-benzenecarbonyl isothiocyanate in ethanol (1 ml) was then added to the solution, and the mixture was stirred at room temperature for 2 hr. The reaction solution was concentrated,... Reactants: Cc1c(C)n(Cc2ccccc2)c2c(N3CCc4ccccc4C3)nc(C(=O)O)cc12, CN(C)C=O, CI, [K+], [OH-], O. Yields the product COC(=O)c1cc2c(C)c(C)n(Cc3ccccc3)c2c(N2CCc3ccccc3C2)n1. RXN SMILES: [CH2:1]([c:2]1[cH:3][cH:4][cH:5][cH:6][cH:7]1)[n:8]1[c:9]([CH3:31])[c:10]([CH3:30])[c:11]2[c:12]1[c:13]([N:20]1[CH2:21][c:22]3[cH:23][cH:24][cH:25][cH:26][c:27]3[CH2:28][CH2:29]1)[n:14][c:15]([C:17](=[O:18])[OH:19])[cH:16]2.[CH3:37][N:38]([CH3:39])[CH:40]=[O:41].[I:34][CH3:35].[K+:33].[OH-:32].[OH2:36]>>[CH2:1]([c:2]1[cH:3][cH:4][cH:5][cH:6][cH:7]1)[n:8]1[c:9]([CH3:31])[c:10]([CH3:30])[c:11]2[c:12]1[c:13]([N:20]1[CH2:21][c:22]3[cH:23][cH:24][cH:25][cH:26][c:27]3[CH2:28][CH2:29]1)[n:14][c:15]([C:17]([O:18][CH3:35])=[O:19])[cH:16]2. The reactants are C(C1=CC=CC=C1)(=O)Cl (benzoyl chloride), ClC=1C(=CC(NC1)=O)O (5-chloro-4-hydroxy-2-pyridone). The solvent is N1=CC=CC=C1 (pyridine). Reaction conditions: time 2 hour. Product: ClC=1C(=CC(=NC1)OC(C1=CC=CC=C1)=O)OC(C1=CC=CC=C1)=O (5-chloro-2,4-dibenzoyloxypyridine). Isolated yield 86.8%. RXN SMILES: [C:1](Cl)(=[O:8])[C:2]1[CH:7]=[CH:6][CH:5]=[CH:4][CH:3]=1.[Cl:10][C:11]1[C:12]([OH:18])=[CH:13][C:14](=[O:17])[NH:15][CH:16]=1>N1C=CC=CC=1>[Cl:10][C:11]1[C:12]([O:18][C:1](=[O:8])[C:2]2[CH:7]=[CH:6][CH:5]=[CH:4][CH:3]=2)=[CH:13][C:14]([O:17][C:1](=[O:8])[C:2]2[CH:7]=[CH:6][CH:5]=[CH:4][CH:3]=2)=[N:15][CH:16]=1. Procedure: A 1.76 ml quantity of benzoyl chloride was added to a suspension of 1.00 g of 5-chloro-4-hydroxy-2-pyridone in 30 ml of pyridine, and the mixture was stirred at room temperature for two hours. The solvent was distilled off and the residue was dissolved in a mixture solution of 60 ml of ethyl acetate and 30 ml of water. The ethyl acetate layer was separated, washed twice with 30 ml of water, dried on anhydrous sodium sulfate and concentrated. The concentrate was further washed with a small amount... Reactants: C(C1=CC=CC=C1)OC1=CC=C2C(=C(C=NC2=C1)[N+](=O)[O-])NCC1CCOCC1 (7-(Benzyloxy)-3-nitro-N-(tetrahydro-2H-pyran-4-ylmethyl)quinolin-4-amine), C(CC)(=O)Cl (Propionyl chloride). Reagents/catalysts: [Pt] (platinum on carbon). Solvent: C(C)#N (acetonitrile). Run at temperature 8 celsius, time 3 hour. The product is Cl.Cl.C(C1=CC=CC=C1)OC1=CC=C2C(=C(C=NC2=C1)NC(CC)=O)NCC1CCOCC1 (N-{7-(benzyloxy)-4-[(tetrahydro-2H-pyran-4-ylmethyl)amino]quinolin-3-yl}propanamide dihydrochloride). The yield is 162.0%. Reaction SMILES: [CH2:1]([O:8][C:9]1[CH:18]=[C:17]2[C:12]([C:13]([NH:22][CH2:23][CH:24]3[CH2:29][CH2:28][O:27][CH2:26][CH2:25]3)=[C:14]([N+:19]([O-])=O)[CH:15]=[N:16]2)=[CH:11][CH:10]=1)[C:2]1[CH:7]=[CH:6][CH:5]=[CH:4][CH:3]=1.[C:30]([Cl:34])(=[O:33])[CH2:31][CH3:32]>[Pt].C(#N)C>[ClH:34].[ClH:34].[CH2:1]([O:8][C:9]1[CH:18]=[C:17]2[C:12]([C:13]([NH:22][CH2:23][CH:24]3[CH2:29][CH2:28][O:27][CH2:26][CH2:25]3)=[C:14]([NH:19][C:30](=[O:33])[CH2:31][CH3:32])[CH:15]=[N:16]2)=[CH:11][CH:10]=1)[C:2]1[CH:7]=[CH:6][CH:5]=[CH:4][CH:3]=1 |f:4.5.6|. Procedure: 7-(Benzyloxy)-3-nitro-N-(tetrahydro-2H-pyran-4-ylmethyl)quinolin-4-amine (14.1 g, 35.6 mmol) and 5% platinum on carbon (2.0 g) were added to a Parr vessel. The solids were covered with acetonitrile (200 mL) and placed on a hydrogenator. The vessel was degassed three times, then charged with 50 psi (3.4×105 Pa) hydrogen and allowed to shake for 3 hours, replenishing the hydrogen as needed. After 6 hours, the catalyst was removed by filtration through CELITE filter agent. The CELITE was washed wit... The reactants are ClCC[C@@H](O)C1=CC=CC=C1 ((R)-3-chloro-1-phenylpropanol), [I-].[Na+] (sodium iodide), CN (methylamine), C(C)(C)O (isopropanol), O.O.C(C(=O)O)(=O)O (oxalic acid dihydrate). The solvent is C(C)O (ethanol). The product is C(C(=O)O)(=O)O.CNCC[C@H](C1=CC=CC=C1)O.CNCC[C@@H](O)C1=CC=CC=C1 ((R)—N-methyl-3-hydroxy-3-phenylpropylamine hemioxalate salt). RXN SMILES: Cl[CH2:2][CH2:3][C@H:4]([C:6]1[CH:11]=[CH:10][CH:9]=[CH:8][CH:7]=1)[OH:5].[I-].[Na+].C(O)(C)C.O.O.[C:20]([OH:25])(=[O:24])[C:21]([OH:23])=[O:22].[CH3:26][NH2:27]>C(O)C>[C:20]([OH:25])(=[O:24])[C:21]([OH:23])=[O:22].[CH3:26][NH:27][CH2:2][CH2:3][C@@H:4]([OH:5])[C:6]1[CH:11]=[CH:10][CH:9]=[CH:8][CH:7]=1.[CH3:26][NH:27][CH2:2][CH2:3][C@H:4]([C:6]1[CH:11]=[CH:10][CH:9]=[CH:8][CH:7]=1)[OH:5] |f:1.2,4.5.6,9.10.11|. Reported procedure: A solution of (R)-3-chloro-1-phenylpropanol (1.0 g, 5.85 mmol) and a catalytic amount of sodium iodide in ethanol (7 mL) and 40% methylamine aqueous solution (15 mL) was stirred at 60° C. for 7 hours. The reaction mixture was evaporated to 3 mL, and the pH of the solution was adjusted to pH>12 via the addition of aqueous NaOH solution. The mixture was then extracted with toluene twice and the combined extracts were washed with brine. The toluene layer was evaporated to dryness and the residue di...